This data is from the Open Reaction Database (ORD), a public repository of structured organic reaction records. The task is: describe an organic reaction: reactants, conditions, products, and yield The reactants are CCOC(=C1C(=O)Nc2ccc([N+](=O)[O-])cc21)c1ccccc1, CCC1CCN(Cc2ccc(N)cc2)CC1, CN(C)C=O. Yields the product CCC1CCN(Cc2ccc(NC(=C3C(=O)Nc4ccc([N+](=O)[O-])cc43)c3ccccc3)cc2)CC1. Reaction SMILES: [CH2:1]([O:2][C:4]([c:5]1[cH:6][cH:7][cH:8][cH:9][cH:10]1)=[C:11]1[C:12](=[O:23])[NH:13][c:14]2[cH:15][cH:16][c:17]([N+:20](=[O:21])[O-:22])[cH:18][c:19]21)[CH3:3].[CH2:24]([CH3:25])[CH:26]1[CH2:27][CH2:28][N:29]([CH2:32][c:33]2[cH:34][cH:35][c:36]([NH2:37])[cH:38][cH:39]2)[CH2:30][CH2:31]1.[O:40]=[CH:41][N:42]([CH3:43])[CH3:44]>>[C:4]([c:5]1[cH:6][cH:7][cH:8][cH:9][cH:10]1)(=[C:11]1[C:12](=[O:23])[NH:13][c:14]2[cH:15][cH:16][c:17]([N+:20](=[O:21])[O-:22])[cH:18][c:19]21)[NH:37][c:36]1[cH:35][cH:34][c:33]([CH2:32][N:29]2[CH2:28][CH2:27][CH:26]([CH2:24][CH3:25])[CH2:31][CH2:30]2)[cH:39][cH:38]1. The reactants are FC1=CC=C(C=C1)CC(CNC(\C=C\C1=CC(=C(C=C1)N1C=NC(=C1)C)OC)=O)=O ((E)-N-[3-(4-fluorophenyl)-2-oxopropyl]-3-[3-methoxy-4-(4-methyl-1H-imidazol-1-yl)phenyl]acrylamide), C(C)(=O)[O-].[NH4+] (ammonium acetate), C(C)(=O)OCC (Ethyl acetate), O.C([O-])(O)=O.[Na+] (sodium bicarbonate water). Solvent: C(C)(=O)O (acetic acid), C=1(C(=CC=CC1)C)C (xylene). Yields the product FC1=CC=C(CC=2N=C(NC2)\C=C\C2=CC(=C(C=C2)N2C=NC(=C2)C)OC)C=C1 (4-(4-fluorobenzyl)-2-{(E)-2-[3-methoxy-4-(4-methyl-1H-imidazol-1-yl)phenyl]vinyl}-1H-imidazole). The yield is 31.7%. Reaction SMILES: [F:1][C:2]1[CH:7]=[CH:6][C:5]([CH2:8][C:9](=O)[CH2:10][NH:11][C:12](=O)/[CH:13]=[CH:14]/[C:15]2[CH:20]=[CH:19][C:18]([N:21]3[CH:25]=[C:24]([CH3:26])[N:23]=[CH:22]3)=[C:17]([O:27][CH3:28])[CH:16]=2)=[CH:4][CH:3]=1.C([O-])(=O)C.[NH4+:35].C(OCC)(=O)C.O.C(=O)(O)[O-].[Na+]>C(O)(=O)C.C1(C)C(C)=CC=CC=1>[F:1][C:2]1[CH:7]=[CH:6][C:5]([CH2:8][C:9]2[N:35]=[C:12](/[CH:13]=[CH:14]/[C:15]3[CH:20]=[CH:19][C:18]([N:21]4[CH:25]=[C:24]([CH3:26])[N:23]=[CH:22]4)=[C:17]([O:27][CH3:28])[CH:16]=3)[NH:11][CH:10]=2)=[CH:4][CH:3]=1 |f:1.2,4.5.6|. Reported procedure: A solution of (E)-N-[3-(4-fluorophenyl)-2-oxopropyl]-3-[3-methoxy-4-(4-methyl-1H-imidazol-1-yl)phenyl]acrylamide (43 mg) and ammonium acetate (163 mg) in acetic acid (1 mL) and xylene (5 mL) was heated under reflux for 16 hours. The reaction solution was left to cool to room temperature. Ethyl acetate and saturated sodium bicarbonate water were added to the reaction solution, and the organic layer was separated. The resulting organic layer was dried over anhydrous magnesium sulfate and then conc... The reactants are NC=1C=C2C(=CNC2=CC1)C1CCN(CC1)C (5-amino-3-(1-methylpiperidin-4-yl)-1H-indole), N1=CC=C(C=C1)C(=O)O (pyridine-4-carboxylic acid). The product is N1=CC=C(C=C1)C(=O)NC=1C=C2C(=CNC2=CC1)C1CCN(CC1)C (5-(pyridine-4-carbonyl)amino-3-(1-methylpiperidin-4-yl)-1H-indole). The yield is 69.8%. RXN SMILES: [NH2:1][C:2]1[CH:3]=[C:4]2[C:8](=[CH:9][CH:10]=1)[NH:7][CH:6]=[C:5]2[CH:11]1[CH2:16][CH2:15][N:14]([CH3:17])[CH2:13][CH2:12]1.[N:18]1[CH:23]=[CH:22][C:21]([C:24](O)=[O:25])=[CH:20][CH:19]=1>>[N:18]1[CH:23]=[CH:22][C:21]([C:24]([NH:1][C:2]2[CH:3]=[C:4]3[C:8](=[CH:9][CH:10]=2)[NH:7][CH:6]=[C:5]3[CH:11]2[CH2:16][CH2:15][N:14]([CH3:17])[CH2:13][CH2:12]2)=[O:25])=[CH:20][CH:19]=1. Procedure details: Beginning with 7.0 mg (0.03 mMol) 5-amino-3-(1-methylpiperidin-4-yl)-1H-indole and 11.1 mg (0.09 mMol) pyridine-4-carboxylic acid, 7.0 mg of the title compound were recovered.